This data is from the Open Reaction Database (ORD), a public repository of structured organic reaction records. The task is: describe an organic reaction: reactants, conditions, products, and yield Starting materials: CCOC(=O)c1ccc(C#Cc2ccc(C3(OCc4ccccc4)CC3)cc2)cc1, CCO, [Na+], C1CCOC1, [OH-]. The product is O=C(O)c1ccc(C#Cc2ccc(C3(OCc4ccccc4)CC3)cc2)cc1. As a reaction SMILES: [CH2:1]([CH3:2])[O:3][C:4]([c:5]1[cH:6][cH:7][c:8]([C:11]#[C:12][c:13]2[cH:14][cH:15][c:16]([C:19]3([O:22][CH2:23][c:24]4[cH:25][cH:26][cH:27][cH:28][cH:29]4)[CH2:20][CH2:21]3)[cH:17][cH:18]2)[cH:9][cH:10]1)=[O:30].[CH3:33][CH2:34][OH:35].[Na+:32].[O:36]1[CH2:37][CH2:38][CH2:39][CH2:40]1.[OH-:31]>>[O:3]=[C:4]([c:5]1[cH:6][cH:7][c:8]([C:11]#[C:12][c:13]2[cH:14][cH:15][c:16]([C:19]3([O:22][CH2:23][c:24]4[cH:25][cH:26][cH:27][cH:28][cH:29]4)[CH2:20][CH2:21]3)[cH:17][cH:18]2)[cH:9][cH:10]1)[OH:30]. The product is C(C)(=O)N[C@@H](CC1=CC(=C(C=C1)O)O)C(=O)O (N-acetyl-3,4-dihydroxy-L-phenylalanine). Reported procedure: reacting α-acetamido-3,4-dihydroxycinnamic acid with hydrogen in the presence of a catalytic amount of a chiral hyrogenation catalyst of the formula ##STR36## to produce N-acetyl-3,4-dihydroxy-L-phenylalanine; and (b) hydrolyzing the N-acetyl-3,4-dihydroxy-L-phenylalanine to produce 3,4-dihydroxy-L-phenylalanine. Reactants: C(C)(=O)NC(C(=O)O)=CC1=CC(=C(C=C1)O)O (α-acetamido-3,4-dihydroxycinnamic acid), [H][H] (hydrogen). Reaction SMILES: [C:1]([NH:4][C:5](=[CH:9][C:10]1[CH:15]=[CH:14][C:13]([OH:16])=[C:12]([OH:17])[CH:11]=1)[C:6]([OH:8])=[O:7])(=[O:3])[CH3:2].[H][H]>>[C:1]([NH:4][C@H:5]([C:6]([OH:8])=[O:7])[CH2:9][C:10]1[CH:15]=[CH:14][C:13]([OH:16])=[C:12]([OH:17])[CH:11]=1)(=[O:3])[CH3:2]. Starting materials: N1=CC=C(C=C1)N1C(CNCC1)C1=NOC2=C1C=CC(=C2)O (3-[1-(4-pyridyl)piperazinyl]-1,2-benzisoxazol-6-ol), CN(C(=O)Cl)C (dimethylcarbamyl chloride). Run in N1=CC=CC=C1 (pyridine). Run at temperature 85 celsius. Yields the product CN(C(OC1=CC2=C(C(=NO2)C2N(CCNC2)C2=CC=NC=C2)C=C1)=O)C (3-[1-(4-Pyridyl)piperazinyl]-1,2-benzisoxazol-6-yl dimethylcarbamate). The yield is 80.7%. RXN SMILES: [N:1]1[CH:6]=[CH:5][C:4]([N:7]2[CH2:12][CH2:11][NH:10][CH2:9][CH:8]2[C:13]2[C:17]3[CH:18]=[CH:19][C:20]([OH:22])=[CH:21][C:16]=3[O:15][N:14]=2)=[CH:3][CH:2]=1.[CH3:23][N:24]([CH3:28])[C:25](Cl)=[O:26]>N1C=CC=CC=1>[CH3:23][N:24]([CH3:28])[C:25](=[O:26])[O:22][C:20]1[CH:19]=[CH:18][C:17]2[C:13]([CH:8]3[CH2:9][NH:10][CH2:11][CH2:12][N:7]3[C:4]3[CH:3]=[CH:2][N:1]=[CH:6][CH:5]=3)=[N:14][O:15][C:16]=2[CH:21]=1. Reported procedure: To a stirred solution of 3-[1-(4-pyridyl)piperazinyl]-1,2-benzisoxazol-6-ol (0.80 g) in pyridine (10 ml) was added dimethylcarbamyl chloride (0.70 g) under N2. The reaction was heated to 85° C. for 2 hours. TLC (silica gel 30% MeOH/CH2Cl2) showed no starting material was present. The solvent was removed in vacuo and the residue was flash chromatographed (silica gel) eluting with 7% MeOH/CH2Cl2 to afford 0.80 g of material. The material was further purified through recrystallization from CH2Cl2 /... The reactants are C1(=CC=CC=C1)C(C1=CC=CC=C1)OC(=O)C1C(CS[C@H]2N1C([C@H]2NC(CC2=CC=CC=C2)=O)=O)=O (7β-phenylacetylamino-cepham-3-one-4ξ-carboxylic acid diphenylmethyl ester), CN=NNC1=CC=C(C=C1)C (1-methyl-3-(4-methylphenyl)-triazene). Solvent: C1=CC=CC=C1 (benzene). Product: C1(=CC=CC=C1)C(C1=CC=CC=C1)OC(=O)C1=C(CS[C@H]2N1C([C@H]2NC(CC2=CC=CC=C2)=O)=O)OC (3-methoxy-7β-phenylacetylamino-3-cephem-4-carboxylic acid diphenylmethyl ester). Reaction SMILES: [C:1]1([CH:7]([O:14][C:15]([CH:17]2[N:22]3[C:23](=[O:35])[C@@H:24]([NH:25][C:26](=[O:34])[CH2:27][C:28]4[CH:33]=[CH:32][CH:31]=[CH:30][CH:29]=4)[C@H:21]3[S:20][CH2:19][C:18]2=[O:36])=[O:16])[C:8]2[CH:13]=[CH:12][CH:11]=[CH:10][CH:9]=2)[CH:6]=[CH:5][CH:4]=[CH:3][CH:2]=1.[CH3:37]N=NNC1C=CC(C)=CC=1>C1C=CC=CC=1>[C:1]1([CH:7]([O:14][C:15]([C:17]2[N:22]3[C:23](=[O:35])[C@@H:24]([NH:25][C:26](=[O:34])[CH2:27][C:28]4[CH:33]=[CH:32][CH:31]=[CH:30][CH:29]=4)[C@H:21]3[S:20][CH2:19][C:18]=2[O:36][CH3:37])=[O:16])[C:8]2[CH:9]=[CH:10][CH:11]=[CH:12][CH:13]=2)[CH:6]=[CH:5][CH:4]=[CH:3][CH:2]=1. Procedure: A solution of 0.050 g of 7β-phenylacetylamino-cepham-3-one-4ξ-carboxylic acid diphenylmethyl ester and 0.020 g of 1-methyl-3-(4-methylphenyl)-triazene in 5 ml of benzene is boiled for 2 hours under reflux. After cooling, the mixture is evaporated under reduced pressure and the residue is purified by thin layer chromatography (silica gel; 1×20 cm; system: toluene/ethyl acetate, 3:1). The zone (Rf~0.18) which is visible under ultraviolet light (λ=254μ) is eluted with acetone and 3-methoxy-7β-pheny... The reactants are C(=O)(Cl)Cl (phosgene), C([O-])([O-])=O.[K+].[K+] (potassium carbonate), ClC1=CC=C(C=C1)SC1CN(C1)C(C1=CC=CC=C1)C1=CC=CC=C1 (3-[(4-chlorophenyl)thio]-1-diphenylmethylazetidine). Run in C(Cl)Cl (methylene chloride), C(Cl)Cl (methylene chloride). Conditions: temperature 0 celsius, time 20 hour. Product: ClC1=CC=C(C=C1)SC1CN(C1)C(=O)Cl (3-[(4-Chlorophenyl)thio]-1-azetidinecarbonyl chloride). As a reaction SMILES: [C:1]([Cl:4])(Cl)=[O:2].C(=O)([O-])[O-].[K+].[K+].[Cl:11][C:12]1[CH:17]=[CH:16][C:15]([S:18][CH:19]2[CH2:22][N:21](C(C3C=CC=CC=3)C3C=CC=CC=3)[CH2:20]2)=[CH:14][CH:13]=1>C(Cl)Cl>[Cl:11][C:12]1[CH:13]=[CH:14][C:15]([S:18][CH:19]2[CH2:22][N:21]([C:1]([Cl:4])=[O:2])[CH2:20]2)=[CH:16][CH:17]=1 |f:1.2.3|. Procedure details: A stirred mixture of 8.5 g (0.086 mole) of phosgene and 12 g (0.086 mole) of potassium carbonate in 200 ml of methylene chloride was cooled in a water bath under nitrogen atmosphere while 26.3 g (0.072 mole) of 3-[(4-chlorophenyl)thio]-1-diphenylmethylazetidine in 100 ml of methylene chloride was added dropwise. After the addition, the reaction mixture was stirred for 20 hr then treated with enough ice to form a thick paste. The methylene chloride solution was decanted, filtered through Whatman ... The reactants are CS(=O)(=O)O (methanesulfonic acid), COC=1C=C(OCC(CCC2=CC=CC=C2)=O)C=CC1 (1-(3-methoxyphenoxyl)-4-phenyl-2-butanone), [OH-].[Na+] (NaOH), C(C)(C)(C)OC (methyl tert-butyl ether). Solvent: C(Cl)Cl (CH2Cl2), C(Cl)Cl (CH2Cl2). Run at time 30 minute. The product is C1(=CC=CC=C1)CCC1=COC2=C1C=CC(=C2)OC (3-(2-Phenylethyl)-6-methoxy-benzofuran). As a reaction SMILES: [CH3:1][O:2][C:3]1[CH:4]=[C:5]([CH:18]=[CH:19][CH:20]=1)[O:6][CH2:7][C:8](=O)[CH2:9][CH2:10][C:11]1[CH:16]=[CH:15][CH:14]=[CH:13][CH:12]=1.CS(O)(=O)=O.[OH-].[Na+].C(OC)(C)(C)C>C(Cl)Cl>[C:11]1([CH2:10][CH2:9][C:8]2[C:18]3[CH:19]=[CH:20][C:3]([O:2][CH3:1])=[CH:4][C:5]=3[O:6][CH:7]=2)[CH:16]=[CH:15][CH:14]=[CH:13][CH:12]=1 |f:2.3|. Procedure details: The product from Step A (2.368 grams), dissolved in dry CH2Cl2 (25 mL) was added dropwise to a −10° C. CH2Cl2 solution (10 mL) of methanesulfonic acid (5.68 mL). The reaction was warmed to ambient temperature and stirred for 30 minutes. The reaction was rapidly poured into a vigorously stirred cold mixture of excess 5N NaOH and methyl tert-butyl ether. The organic was dried over magnesium sulfate and filtered. Concentration and chromatography over silica gel (step gradient; 4:1 hex/CH2Cl2 to 1:1... The reactants are CC(=O)O, CCOC(=O)C=Cc1ccc2c(c1)CCO2. Yields the product CCOC(=O)CCc1ccc2c(c1)CCO2. As a reaction SMILES: [CH3:17][C:18](=[O:19])[OH:20].[O:1]1[CH2:2][CH2:3][c:4]2[c:5]1[cH:6][cH:7][c:8]([CH:10]=[CH:11][C:12](=[O:13])[O:14][CH2:15][CH3:16])[cH:9]2>>[O:1]1[CH2:2][CH2:3][c:4]2[c:5]1[cH:6][cH:7][c:8]([CH2:10][CH2:11][C:12](=[O:13])[O:14][CH2:15][CH3:16])[cH:9]2. The reactants are CC(Br)C(=O)Br, O=C1NC2(CCCCC2)Oc2ccccc21, ClCCl, CO, O, c1ccncc1. The product is CC(Br)C(=O)N1C(=O)c2ccccc2OC12CCCCC2. RXN SMILES: [Br:1][CH:2]([C:3](=[O:4])[Br:5])[CH3:6].[CH2:13]1[CH2:14][CH2:15][CH2:16][CH2:17][C:18]12[O:19][c:20]1[c:21]([cH:25][cH:26][cH:27][cH:28]1)[C:22](=[O:24])[NH:23]2.[CH2:30]([Cl:31])[Cl:32].[CH3:33][OH:34].[OH2:29].[cH:7]1[cH:8][cH:9][n:10][cH:11][cH:12]1>>[Br:1][CH:2]([C:3](=[O:4])[N:23]1[C:18]2([CH2:13][CH2:14][CH2:15][CH2:16][CH2:17]2)[O:19][c:20]2[c:21]([cH:25][cH:26][cH:27][cH:28]2)[C:22]1=[O:24])[CH3:6]. Conditions: time 6 hour. Procedure details: Prepared analogously to Example 3 by reaction of 11.6 g (0.043 mol) of 2-trifluoromethyl-4-bromoacetyl-thiazole with 23 g (0.086 mol) of N-(2-hydroxyethyl)-2-(4-carbomethoxymethoxyphenyl)-1-methylethylamine. To complete the reaction the mixture is heated to boiling for 6 hours. It is then concentrated in vacuo, and the resulting residue is dissolved in 85 ml of trifluoroacetic acid and, at room temperature, 7 g (0.06 mol) of triethylsilane are added. After 90 hours the solution is poured onto ic... The reactants are N (ammonia), FC(C=1SC=C(N1)C(CBr)=O)(F)F (2-trifluoromethyl-4-bromoacetyl-thiazole), OCCNC(CC1=CC=C(C=C1)OCC(=O)OC)C (N-(2-hydroxyethyl)-2-(4-carbomethoxymethoxyphenyl)-1-methylethylamine), C(C)[SiH](CC)CC (triethylsilane). The product is C(=O)(OC)COC1=CC=C(C=C1)CC(C)N1CC(OCC1)C=1N=C(SC1)C(F)(F)F (N-[2-(4-Carbomethoxymethoxyphenyl)-1-methylethyl]-2-(2-trifluoromethyl-thiazol-4-yl)morpholine). RXN SMILES: [F:1][C:2]([F:13])([F:12])[C:3]1[S:4][CH:5]=[C:6]([C:8](=[O:11])[CH2:9]Br)[N:7]=1.O[CH2:15][CH2:16][NH:17][CH:18]([CH3:32])[CH2:19][C:20]1[CH:25]=[CH:24][C:23]([O:26][CH2:27][C:28]([O:30][CH3:31])=[O:29])=[CH:22][CH:21]=1.C([SiH](CC)CC)C.N>>[C:28]([CH2:27][O:26][C:23]1[CH:24]=[CH:25][C:20]([CH2:19][CH:18]([N:17]2[CH2:16][CH2:15][O:11][CH:8]([C:6]3[N:7]=[C:3]([C:2]([F:13])([F:12])[F:1])[S:4][CH:5]=3)[CH2:9]2)[CH3:32])=[CH:21][CH:22]=1)([O:30][CH3:31])=[O:29]. Reactants: FC=1C=C(C[C@@H]2N(CC[C@@H](C2)C2=CC(NO2)=O)C(=O)OC)C=C(C1)F ((2R,4S)-Methyl 2-(3,5-difluorobenzyl)-4-(3-oxo-2,3-dihydroisoxazol-5-yl)piperidine-1-carboxylate), Br (hydrogen bromide). Reaction conditions: time 8 hour. Yields the product FC=1C=C(C[C@@H]2NCC[C@@H](C2)C2=CC(NO2)=O)C=C(C1)F (5-((2R,4S)-2-(3,5-difluorobenzyl)piperidin-4-yl)isoxazol-3(2H)-one). The yield is 28.4%. RXN SMILES: [F:1][C:2]1[CH:3]=[C:4]([CH:22]=[C:23]([F:25])[CH:24]=1)[CH2:5][C@H:6]1[CH2:11][C@@H:10]([C:12]2[O:16][NH:15][C:14](=[O:17])[CH:13]=2)[CH2:9][CH2:8][N:7]1C(OC)=O.Br>>[F:25][C:23]1[CH:22]=[C:4]([CH:3]=[C:2]([F:1])[CH:24]=1)[CH2:5][C@H:6]1[CH2:11][C@@H:10]([C:12]2[O:16][NH:15][C:14](=[O:17])[CH:13]=2)[CH2:9][CH2:8][NH:7]1. Reported procedure: (2R,4S)-Methyl 2-(3,5-difluorobenzyl)-4-(3-oxo-2,3-dihydroisoxazol-5-yl)piperidine-1-carboxylate (0.645 g, 1.83 mmol) was dissolved in hydrogen bromide (33% in acetic acid, 14.43 mL, 82.38 mmol) and the mixture was stirred at room temperature overnight. The solvent was evaporated and the residue purified by preparative HPLC (Instrument: FractionLynx III, Mobilphase: gradient 5-95% MeCN in 0.2% NH3, pH 10, Column: Xbridge Prep C18 5 μm OBD 19*150 mm) to yield 5-((2R,4S)-2-(3,5-difluorobenzyl)pipe...